From a dataset of the Open Reaction Database (ORD), a public repository of structured organic reaction records. describe an organic reaction: reactants, conditions, products, and yield Procedure details: To a solution of N-(tert-Butoxycarbonyl)-α-dimethylphosphonoglycine-tert-butyl ester (11.8 g, 34.68 mmol) and 5-tert-butyloxazole-4-carboxaldehyde (6.9 g, 45.08 mmol) in DMF (50 mL) was added Cs2CO3 (12.4 g, 38.15 mmol) under an argon atmosphere at room temperature. The reaction mixture was stirred for 14 h at room temperature. After removal of solvent in vacuo, the residue was dissolved in AcOEt, successively washed with 10% citric acid, 5% NaHCO3 and saturated NaCl for three times, dried over ... The reactants are C(C)(C)(C)OC(C(NC(=O)OC(C)(C)C)P(=O)(OC)OC)=O (N-(tert-Butoxycarbonyl)-α-dimethylphosphonoglycine-tert-butyl ester), C(C)(C)(C)C1=C(N=CO1)C=O (5-tert-butyloxazole-4-carboxaldehyde), C(=O)([O-])[O-].[Cs+].[Cs+] (Cs2CO3). Isolated yield 47.2%. As a reaction SMILES: [C:1]([O:5][C:6](=[O:22])[CH:7](P(OC)(OC)=O)[NH:8][C:9]([O:11][C:12]([CH3:15])([CH3:14])[CH3:13])=[O:10])([CH3:4])([CH3:3])[CH3:2].[C:23]([C:27]1[O:31][CH:30]=[N:29][C:28]=1[CH:32]=O)([CH3:26])([CH3:25])[CH3:24].C([O-])([O-])=O.[Cs+].[Cs+]>CN(C=O)C>[C:1]([O:5][C:6]([C:7]([NH:8][C:9](=[O:10])[O:11][C:12]([CH3:13])([CH3:14])[CH3:15])=[CH:32][C:28]1[N:29]=[CH:30][O:31][C:27]=1[C:23]([CH3:26])([CH3:25])[CH3:24])=[O:22])([CH3:2])([CH3:3])[CH3:4] |f:2.3.4|. Run at time 14 hour. Run in CN(C)C=O (DMF). Yields the product C(C)(C)(C)OC(=O)C(=CC=1N=COC1C(C)(C)C)NC(OC(C)(C)C)=O (tert-Butyl 1-(tert-butoxycarbonyl)-2-(5-tert-butyloxazol-4-yl)vinylcarbamate). Procedure: The title compound was synthesized according to EXAMPLE 11 from 2-amino-5-(2-methoxy-ethoxy)benzaldehyde and 3-(2-methoxyphenyl)propionitrile. RXN SMILES: [NH2:1][C:2]1[CH:9]=[CH:8][C:7]([O:10][CH2:11][CH2:12][O:13][CH3:14])=[CH:6][C:3]=1[CH:4]=O.[CH3:15][O:16][C:17]1[CH:22]=[CH:21][CH:20]=[CH:19][C:18]=1[CH2:23][CH2:24][C:25]#[N:26]>>[CH3:15][O:16][C:17]1[CH:22]=[CH:21][CH:20]=[CH:19][C:18]=1[CH2:23][C:24]1[C:25]([NH2:26])=[N:1][C:2]2[C:3]([CH:4]=1)=[CH:6][C:7]([O:10][CH2:11][CH2:12][O:13][CH3:14])=[CH:8][CH:9]=2. Product: COC1=C(CC=2C(=NC3=CC=C(C=C3C2)OCCOC)N)C=CC=C1 (3-(2-Methoxybenzyl)-6-(2-methoxyethoxy)quinolin-2-amine). Starting materials: NC1=C(C=O)C=C(C=C1)OCCOC (2-amino-5-(2-methoxy-ethoxy)benzaldehyde), COC1=C(C=CC=C1)CCC#N (3-(2-methoxyphenyl)propionitrile). Yields the product BrC(C)C=1C(=NC(=NC1C)C1=CC=CC=C1)C1=CC(=CC=C1)[N+](=O)[O-] (5-(1-bromoethyl)-6-methyl-4-(3-nitrophenyl)-2-phenylpyrimidine). Reaction conditions: time 5 hour. RXN SMILES: O[CH:2]([C:4]1[C:5]([C:17]2[CH:22]=[CH:21][CH:20]=[C:19]([N+:23]([O-:25])=[O:24])[CH:18]=2)=[N:6][C:7]([C:11]2[CH:16]=[CH:15][CH:14]=[CH:13][CH:12]=2)=[N:8][C:9]=1[CH3:10])[CH3:3].P(Br)(Br)[Br:27]>O1CCCC1>[Br:27][CH:2]([C:4]1[C:5]([C:17]2[CH:22]=[CH:21][CH:20]=[C:19]([N+:23]([O-:25])=[O:24])[CH:18]=2)=[N:6][C:7]([C:11]2[CH:16]=[CH:15][CH:14]=[CH:13][CH:12]=2)=[N:8][C:9]=1[CH3:10])[CH3:3]. The reactants are ice water, OC(C)C=1C(=NC(=NC1C)C1=CC=CC=C1)C1=CC(=CC=C1)[N+](=O)[O-] (5-(1-hydroxyethyl)-6-methyl-4-(3-nitrophenyl)-2-phenylpyrimidine), P(Br)(Br)Br (phosphorus tribromide). Run in O1CCCC1 (tetrahydrofuran), O1CCCC1 (tetrahydrofuran). Procedure details: A solution of 5-(1-hydroxyethyl)-6-methyl-4-(3-nitrophenyl)-2-phenylpyrimidine (1.8 g) in tetrahydrofuran (10 ml) was dropped to a solution of phosphorus tribromide (0.34 ml) in tetrahydrofuran (20 ml) under ice cooling. The reaction mixture was stirred for 5 hours at the same condition and poured into ice water and extracted with ethyl acetate. The organic layer was evaporated in vacuo. The residue was chromatographed on silicagel eluting with chloroform. The fractions containing the desired pr... Starting materials: COC1=NC(=CC(=N1)C=1C=C(C#N)C=CC1)NCCC1=CC=C(C=C1)OC (3-{2-methoxy-6-[2-(4-methoxy-phenyl)-ethylamino]-pyrimidin-4-yl}-benzonitrile), C[Si](C)(C)N=[N+]=[N-] (trimethylsilylazide), C(CCC)[Sn](CCCC)=O (dibutyltinoxide). Solvent: C1(=CC=CC=C1)C (toluene). The product is COC1=CC=C(C=C1)CCNC1=NC(=NC(=C1)C1=CC(=CC=C1)C1=NN=NN1)OC ([2-(4-methoxy-phenyl)-ethyl]-{2-methoxy-6-[3-(1H-tetrazol-5-yl)-phenyl]-pyrimidin-4-yl}-amine). Yield: 45.1%. Reaction SMILES: [CH3:1][O:2][C:3]1[N:8]=[C:7]([C:9]2[CH:10]=[C:11]([CH:14]=[CH:15][CH:16]=2)[C:12]#[N:13])[CH:6]=[C:5]([NH:17][CH2:18][CH2:19][C:20]2[CH:25]=[CH:24][C:23]([O:26][CH3:27])=[CH:22][CH:21]=2)[N:4]=1.C[Si]([N:32]=[N+:33]=[N-:34])(C)C.C([Sn](=O)CCCC)CCC>C1(C)C=CC=CC=1>[CH3:27][O:26][C:23]1[CH:22]=[CH:21][C:20]([CH2:19][CH2:18][NH:17][C:5]2[CH:6]=[C:7]([C:9]3[CH:16]=[CH:15][CH:14]=[C:11]([C:12]4[NH:34][N:33]=[N:32][N:13]=4)[CH:10]=3)[N:8]=[C:3]([O:2][CH3:1])[N:4]=2)=[CH:25][CH:24]=1. Procedure: A solution of 3-{2-methoxy-6-[2-(4-methoxy-phenyl)-ethylamino]-pyrimidin-4-yl}-benzonitrile [0.12 g, 0.33 mmol, Example 35(t)], trimethylsilylazide (0.22 mL, 1.65 mmol) and dibutyltinoxide (41 mg, 0.16 mmol) in toluene (5 mL) is heated to 95° C. for 6 hours. The reaction mixture is concentrated, and partitioned between water and ethyl acetate. The aqueous phase solution is acidified with dilute hydrochloric acid to pH, 3.0, and extracted with ethyl acetate. The extracts are dried over magnesium ...